From a dataset of the Open Reaction Database (ORD), a public repository of structured organic reaction records. describe an organic reaction: reactants, conditions, products, and yield Starting materials: NCCC=1N=C2N(C=CC=C2)C1 (2-(2-aminoethyl)imidazo [1,2-a] pyridine), O=CC(Cl)(Cl)Cl.C(Cl)(Cl)Cl (chloroform chloral). Yields the product C(=O)NCCC=1N=C2N(C=CC=C2)C1 (2-(2-formamidoethyl)imidazo [1,2-a]pyridine). As a reaction SMILES: [NH2:1][CH2:2][CH2:3][C:4]1[N:5]=[C:6]2[CH:11]=[CH:10][CH:9]=[CH:8][N:7]2[CH:12]=1.[O:13]=[CH:14]C(Cl)(Cl)Cl.C(Cl)(Cl)Cl>>[CH:14]([NH:1][CH2:2][CH2:3][C:4]1[N:5]=[C:6]2[CH:11]=[CH:10][CH:9]=[CH:8][N:7]2[CH:12]=1)=[O:13] |f:1.2|. Procedure details: To a stirred solution of 2-(2-aminoethyl)imidazo [1,2-a] pyridine in chloroform chloral was added dropwise and stirring continued at room temperature for an hour. A solid precipitate was filtered off and recrystallised to give 2-(2-formamidoethyl)imidazo [1,2-a]pyridine. The 2-(2-formamidoethyl)imidazo [1,2-a]pyridine was gradually added to a slurry of lithium aluminium hydride in anhydrous tetrahydrofuran and the resultant suspension heated under reflux for 3 hours. By extracting the reaction m... The reactants are CC(C)(C)OC(=O)Nc1cccc(NC(=O)NCCCl)c1, O=C([O-])[O-], [H-], [K+], [K+], [Na+], C1CCOC1. The product is CC(C)(C)OC(=O)Nc1cccc(N2CCNC2=O)c1. RXN SMILES: [C:1]([CH3:2])([CH3:3])([CH3:4])[O:5][C:6]([NH:7][c:8]1[cH:9][c:10]([NH:14][C:15](=[O:16])[NH:17][CH2:18][CH2:19][Cl:20])[cH:11][cH:12][cH:13]1)=[O:21].[C:22](=[O:23])([O-:24])[O-:25].[H-:28].[K+:26].[K+:27].[Na+:29].[O:30]1[CH2:31][CH2:32][CH2:33][CH2:34]1>>[C:1]([CH3:2])([CH3:3])([CH3:4])[O:5][C:6]([NH:7][c:8]1[cH:9][c:10]([N:14]2[C:15](=[O:16])[NH:17][CH2:18][CH2:19]2)[cH:11][cH:12][cH:13]1)=[O:21]. Reactants: C(C)(=O)OCC1=C(C=C(C=C1N1CCC=2C=3CCCCC3SC2C1=O)F)C1=NC(=C2N=CNC2=N1)NC1=CC=C(C=C1)N1CCN(CC1)C1COC1 ({4-Fluoro-2-[6-({4-[4-(oxetan-3-yl)piperazin-1-yl]phenyl}amino)-9H-purin-2-yl]-6-{6-oxo-8-thia-5-azatricyclo[7.4.0.02,7]trideca-1(9),2(7)-dien-5-yl}phenyl}methyl Acetate), [OH-].[Li+] (lithium hydroxide). The solvent is C(C)(C)O.C1CCOC1 (i-propanol THF), O (water). Conditions: temperature 30 celsius, time 1 hour. Product: FC=1C=C(C(=C(C1)N1C(C2=C(CC1)C1=C(S2)CCCC1)=O)CO)C1=NC(=C2N=CNC2=N1)NC1=CC=C(C=C1)N1CCN(CC1)C1COC1 (2-[5-fluoro-2-(hydroxymethyl)-3-[6-[4-[4-(oxetan-3-yl)piperazin-1-yl]anilino]-9H-purin-2-yl]phenyl]-3,4,5,6,7,8-hexahydrobenzothiopheno[2,3-c]pyridin-1-one). Yield: 59.5%. RXN SMILES: C([O:4][CH2:5][C:6]1[C:11]([N:12]2[C:24](=[O:25])[C:23]3[S:22][C:21]4[CH2:20][CH2:19][CH2:18][CH2:17][C:16]=4[C:15]=3[CH2:14][CH2:13]2)=[CH:10][C:9]([F:26])=[CH:8][C:7]=1[C:27]1[N:35]=[C:34]2[C:30]([N:31]=[CH:32][NH:33]2)=[C:29]([NH:36][C:37]2[CH:42]=[CH:41][C:40]([N:43]3[CH2:48][CH2:47][N:46]([CH:49]4[CH2:52][O:51][CH2:50]4)[CH2:45][CH2:44]3)=[CH:39][CH:38]=2)[N:28]=1)(=O)C.[OH-].[Li+]>C(O)(C)C.C1COCC1.O>[F:26][C:9]1[CH:8]=[C:7]([C:27]2[N:35]=[C:34]3[C:30]([N:31]=[CH:32][NH:33]3)=[C:29]([NH:36][C:37]3[CH:38]=[CH:39][C:40]([N:43]4[CH2:44][CH2:45][N:46]([CH:49]5[CH2:50][O:51][CH2:52]5)[CH2:47][CH2:48]4)=[CH:41][CH:42]=3)[N:28]=2)[C:6]([CH2:5][OH:4])=[C:11]([N:12]2[CH2:13][CH2:14][C:15]3[C:16]4[CH2:17][CH2:18][CH2:19][CH2:20][C:21]=4[S:22][C:23]=3[C:24]2=[O:25])[CH:10]=1 |f:1.2,3.4|. Procedure: A mixture of 119b (150 mg, 0.210 mmol) and lithium hydroxide (50 mg, 2.10 mmol) in i-propanol/THF (1:1, 4 mL) and water (1 mL) was stirred at 30° C. for 1 h. The mixture was evaporated in vacuo and the residue was diluted with water (5 mL). It was then extracted with ethyl acetate (2×10 mL). The combined ethyl acetate extract was concentrated under reduced pressure and the residue was purified by reverse-phase prep-HPLC to afford 119 (85 mg, 58%) as a yellow solid. MS-ESI: [M+H]+ 681.3. 1H NMR (...